From a dataset of the Open Reaction Database (ORD), a public repository of structured organic reaction records. describe an organic reaction: reactants, conditions, products, and yield RXN SMILES: [CH:36]([N:37]([CH2:38][CH3:39])[CH:40]([CH3:41])[CH3:42])([CH3:43])[CH3:44].[Cl:23][c:24]1[n:25][cH:26][c:27](-[c:30]2[n:31][cH:32][cH:33][cH:34][cH:35]2)[cH:28][n:29]1.[O:1]1[CH:2]([CH:10]2[NH:11][CH2:12][CH2:13][c:14]3[c:15]4[cH:16][cH:17][cH:18][cH:19][c:20]4[nH:21][c:22]32)[CH2:3][c:4]2[c:5]1[cH:6][cH:7][cH:8][cH:9]2.[O:45]=[CH:46][N:47]([CH3:48])[CH3:49]>>[O:1]1[CH:2]([CH:10]2[N:11]([c:24]3[n:25][cH:26][c:27](-[c:30]4[n:31][cH:32][cH:33][cH:34][cH:35]4)[cH:28][n:29]3)[CH2:12][CH2:13][c:14]3[c:15]4[cH:16][cH:17][cH:18][cH:19][c:20]4[nH:21][c:22]32)[CH2:3][c:4]2[c:5]1[cH:6][cH:7][cH:8][cH:9]2. Starting materials: CCN(C(C)C)C(C)C, Clc1ncc(-c2ccccn2)cn1, c1ccc2c(c1)CC(C1NCCc3c1[nH]c1ccccc31)O2, CN(C)C=O. Yields the product c1ccc(-c2cnc(N3CCc4c([nH]c5ccccc45)C3C3Cc4ccccc4O3)nc2)nc1. Reactants: COc1ccc(CN(C(=O)OC(C)(C)C)c2ccc(C=O)c(C)n2)cn1, O=C([O-])O, CCOC(C)=O, CC(C)[Mg+], [Cl-], CC(C)[Si](C(C)C)(C(C)C)n1cc(I)c2cncnc21, [Na+], C1CCOC1. Product: COc1ccc(CN(C(=O)OC(C)(C)C)c2ccc(C(O)c3cn([Si](C(C)C)(C(C)C)C(C)C)c4ncncc34)c(C)n2)cn1. Reaction SMILES: [C:26]([CH3:27])([CH3:28])([CH3:29])[O:30][C:31]([N:32]([CH2:33][c:34]1[cH:35][n:36][c:37]([O:40][CH3:41])[cH:38][cH:39]1)[c:42]1[n:43][c:44]([CH3:50])[c:45]([CH:48]=[O:49])[cH:46][cH:47]1)=[O:51].[C:52](=[O:53])([OH:54])[O-:55].[CH3:62][CH2:63][O:64][C:65](=[O:66])[CH3:67].[CH:22]([Mg+:23])([CH3:24])[CH3:25].[Cl-:21].[I:1][c:2]1[cH:3][n:4]([Si:11]([CH:12]([CH3:13])[CH3:14])([CH:15]([CH3:16])[CH3:17])[CH:18]([CH3:19])[CH3:20])[c:5]2[n:6][cH:7][n:8][cH:9][c:10]12.[Na+:56].[O:57]1[CH2:58][CH2:59][CH2:60][CH2:61]1>>[c:2]1([CH:48]([c:45]2[c:44]([CH3:50])[n:43][c:42]([N:32]([C:31]([O:30][C:26]([CH3:27])([CH3:28])[CH3:29])=[O:51])[CH2:33][c:34]3[cH:35][n:36][c:37]([O:40][CH3:41])[cH:38][cH:39]3)[cH:47][cH:46]2)[OH:49])[cH:3][n:4]([Si:11]([CH:12]([CH3:13])[CH3:14])([CH:15]([CH3:16])[CH3:17])[CH:18]([CH3:19])[CH3:20])[c:5]2[n:6][cH:7][n:8][cH:9][c:10]12. Starting materials: C(C)(C)C(C(=O)O)C1=CC=C(C=C1)Cl (2-isopropyl-2-p-chlorophenyl-acetic acid), S(=O)(Cl)Cl (thionyl chloride). Solvent: petroleum ether. Product: C(C)(C)C(C(=O)Cl)C1=CC=C(C=C1)Cl (2-isopropyl-2-p-chlorophenyl acetyl chloride). Reaction SMILES: [CH:1]([CH:4]([C:8]1[CH:13]=[CH:12][C:11]([Cl:14])=[CH:10][CH:9]=1)[C:5](O)=[O:6])([CH3:3])[CH3:2].S(Cl)([Cl:17])=O>>[CH:1]([CH:4]([C:8]1[CH:13]=[CH:12][C:11]([Cl:14])=[CH:10][CH:9]=1)[C:5]([Cl:17])=[O:6])([CH3:3])[CH3:2]. Procedure details: 10 g of the product of Step D were added to a mixture of 50 ml of petroleum ether (b.p.=35°-70° C.) and 20 ml of thionyl chloride and the mixture was refluxed for 4 hours and was then cooled. The mixture was evaporated to dryness to obtain 10.8 g of D 2-isopropyl-2-p-chlorophenyl acetyl chloride. Reactants: [I-].[Na+] (sodium iodide), C1CCC2=NCCCN2CC1 (1,8-diazabicyclo[5.4.0]-7-undecene), C(C(C)(C)C)(=O)OCCl (chloromethyl pivalate), [Cl-].[NH4+] (ammonium chloride), C1(CCCCC1)NC1=C(C=C2C(C(=CN(C2=C1)C(CC)CC)/C=C/P(O)(O)=O)=O)F ({(E)-2-[7-(cyclohexylamino)-1-(1-ethylpropyl)-6-fluoro-4-oxo-1,4-dihydroquinolin-3-yl]vinyl}phosphonic acid). The reagents and catalysts are S(=O)(=O)(O)[O-].C(CCC)[N+](CCCC)(CCCC)CCCC (tetrabutylammonium hydrogensulfate). The solvent is C(C)#N (acetonitrile). Run at temperature 80 celsius, time 8 hour. Yields the product C(C(C)(C)C)(=O)OCOP(=O)(O)\C=C\C1=CN(C2=CC(=C(C=C2C1=O)F)NC1CCCCC1)C(CC)CC ({[{(E)-2-[7-(cyclohexylamino)-1-(1-ethylpropyl)-6-fluoro-4-oxo-1,4-dihydro-3-quinolinyl]vinyl}(hydroxy)phosphoryl]oxy}methyl pivalate). RXN SMILES: [CH:1]1([NH:7][C:8]2[CH:17]=[C:16]3[C:11]([C:12](=[O:29])[C:13](/[CH:23]=[CH:24]/[P:25](=[O:28])([OH:27])[OH:26])=[CH:14][N:15]3[CH:18]([CH2:21][CH3:22])[CH2:19][CH3:20])=[CH:10][C:9]=2[F:30])[CH2:6][CH2:5][CH2:4][CH2:3][CH2:2]1.[I-].[Na+].C1CCN2C(=NCCC2)CC1.[C:44]([O:50][CH2:51]Cl)(=[O:49])[C:45]([CH3:48])([CH3:47])[CH3:46].[Cl-].[NH4+]>C(#N)C.S([O-])(O)(=O)=O.C([N+](CCCC)(CCCC)CCCC)CCC>[C:44]([O:50][CH2:51][O:28][P:25](/[CH:24]=[CH:23]/[C:13]1[C:12](=[O:29])[C:11]2[C:16](=[CH:17][C:8]([NH:7][CH:1]3[CH2:6][CH2:5][CH2:4][CH2:3][CH2:2]3)=[C:9]([F:30])[CH:10]=2)[N:15]([CH:18]([CH2:19][CH3:20])[CH2:21][CH3:22])[CH:14]=1)([OH:27])=[O:26])(=[O:49])[C:45]([CH3:48])([CH3:47])[CH3:46] |f:1.2,5.6,8.9|. Procedure: 500 mg of {(E)-2-[7-(cyclohexylamino)-1-(1-ethylpropyl)-6-fluoro-4-oxo-1,4-dihydroquinolin-3-yl]vinyl}phosphonic acid was dissolved in 10 ml of acetonitrile, and 86 mg of sodium iodide, 0.51 ml of 1,8-diazabicyclo[5.4.0]-7-undecene, 194 mg of tetrabutylammonium hydrogensulfate and 0.53 ml of chloromethyl pivalate were added in that order, followed by overnight stirring at 80° C. Aqueous saturated ammonium chloride was added to the reaction mixture, followed by extraction with chloroform. The org... Reactants: Cc1ccccc1, [Mg+2], Nc1ccc(C(=O)c2ccc(Cl)cc2)cc1C(SCC(=O)O)c1cccc(Cl)c1, O=S(=O)([O-])[O-]. Product: O=C1CSC(c2cccc(Cl)c2)c2cc(C(=O)c3ccc(Cl)cc3)ccc2N1. RXN SMILES: [CH3:36][c:37]1[cH:38][cH:39][cH:40][cH:41][cH:42]1.[Mg+2:30].[NH2:1][c:2]1[c:3]([CH:17]([S:18][CH2:19][C:20](=[O:21])[OH:22])[c:23]2[cH:24][c:25]([Cl:29])[cH:26][cH:27][cH:28]2)[cH:4][c:5]([C:8]([c:9]2[cH:10][cH:11][c:12]([Cl:15])[cH:13][cH:14]2)=[O:16])[cH:6][cH:7]1.[O-:31][S:32]([O-:33])(=[O:34])=[O:35]>>[NH:1]1[c:2]2[c:3]([cH:4][c:5]([C:8]([c:9]3[cH:10][cH:11][c:12]([Cl:15])[cH:13][cH:14]3)=[O:16])[cH:6][cH:7]2)[CH:17]([c:23]2[cH:24][c:25]([Cl:29])[cH:26][cH:27][cH:28]2)[S:18][CH2:19][C:20]1=[O:21]. The reactants are N(=O)[O-].[Na+] (Sodium nitrite), Cl.FC=1C=C(C=CC1)NN (3-fluorophenylhydrazine hydrochloride). Solvent: C(C)OCC (diethyl ether), O (water), Cl (hydrochloric acid), C(C)OCC (diethyl ether). Run at time 3 hour. Product: N(=[N+]=[N-])C1=CC(=CC=C1)F (1-azido-3-fluorobenzene). The yield is 59.8%. As a reaction SMILES: [N:1]([O-])=O.[Na+].Cl.[F:6][C:7]1[CH:8]=[C:9]([NH:13][NH2:14])[CH:10]=[CH:11][CH:12]=1>O.Cl.C(OCC)C>[N:13]([C:9]1[CH:10]=[CH:11][CH:12]=[C:7]([F:6])[CH:8]=1)=[N+:14]=[N-:1] |f:0.1,2.3|. Reported procedure: Sodium nitrite (262 mg) dissolved in 1.0 ml of water was dropped, under cooling with ice, into a solution of 500 mg of 3-fluorophenylhydrazine hydrochloride in 2.5 ml of concentrated hydrochloric acid and 3.0 ml of diethyl ether. Temperature of the reaction solution was raised to room temperature followed by stirring for 3 hours. The reaction solution was diluted with diethyl ether, washed with water and then with a saturated saline solution and dried over sodium sulfate. The solvent was evapora...